This data is from the Open Reaction Database (ORD), a public repository of structured organic reaction records. The task is: describe an organic reaction: reactants, conditions, products, and yield Starting materials: BrC1=CC(=C(N)C=C1)C (4-bromo-2-methylaniline), ClCCN(S(=O)(=O)C1=CC=C(C=C1)C)CCCl (N,N-bis(2-chloroethyl)-4-methylbenzenesulfonamide), C1(CC1)B(O)O (cyclopropylboronic acid). Product: C1(CC1)C1=CC(=C(C=C1)N1CCNCC1)C (1-(4-cyclopropyl-2-methylphenyl)piperazine). The yield is 35.2%. As a reaction SMILES: Br[C:2]1[CH:8]=[CH:7][C:5]([NH2:6])=[C:4]([CH3:9])[CH:3]=1.Cl[CH2:11][CH2:12][N:13]([CH2:24][CH2:25]Cl)S(C1C=CC(C)=CC=1)(=O)=O.[CH:27]1(B(O)O)[CH2:29][CH2:28]1>>[CH:27]1([C:2]2[CH:8]=[CH:7][C:5]([N:6]3[CH2:11][CH2:12][NH:13][CH2:24][CH2:25]3)=[C:4]([CH3:9])[CH:3]=2)[CH2:29][CH2:28]1. Procedure: By reaction and treatment in the same manner as in Preparation Example 15 and using 4-bromo-2-methylaniline (3 g), N,N-bis(2-chloroethyl)-4-methylbenzenesulfonamide (5.65 g) and cyclopropylboronic acid (721 mg), 1-(4-cyclopropyl-2-methylphenyl)piperazine (640 mg) was obtained. To a solution (7 mL) of 6-bromonicotinic acid (132 mg) in methanol were added 1-(4-cyclopropyl-2-methylphenyl)piperazine (150 mg) and 4-(4,6-dimethoxy[1.3.5]triazin-2-yl)-4-methylmorpholinium chloride hydrate (DMT-MM) (217... Reactants: ClC1=NC=NC(=C1C#N)NC1=CC(=CC=C1)C#C (4-chloro-6-(3-ethynyl-phenylamino)-pyrimidine-5-carbonitrile), 54b, N1CCCC1 (pyrrolidine), 1e, 1i, ClCC1=CC=C(C=C1)[N+](=O)[O-] (1-chloromethyl-4-nitro-benzene), Compound 54b, C(#C)C=1C=C(C=CC1)N (3-ethynyl-phenylamine), 54a, C(#C)C=1C=C(C=CC1)N1C(NC2=C(SC=3N=CN=C1C32)C(=O)O)=O (5-(3-ethynyl-phenyl)-4-oxo-4,5-dihydro-3H-1-thia-3,5,6,8-tetraaza-acenaphthylene-2-carboxylic acid), 54c. The product is N1(CCCC1)CC1=CC=C(C=C1)N (4-pyrrolidin-1-ylmethyl-phenylamine), 54e. RXN SMILES: C([C:3]1[CH:4]=[C:5]([NH2:9])[CH:6]=[CH:7][CH:8]=1)#C.ClC1C(C#N)=[C:15]([NH:19][C:20]2C=CC=[C:22]([C:26]#C)[CH:21]=2)N=CN=1.C(C1C=C(N2C3C4C(=C(C(O)=O)SC=4N=CN=3)NC2=O)C=CC=1)#C.N1CCCC1.ClCC1C=CC([N+]([O-])=O)=CC=1>>[N:19]1([CH2:15][C:8]2[CH:3]=[CH:4][C:5]([NH2:9])=[CH:6][CH:7]=2)[CH2:20][CH2:21][CH2:22][CH2:26]1. Reported procedure: Using the procedure of Example 1, 3-ethynyl-phenylamine Compound 54a was used in place of 3-chloro-4-fluoro-phenylamine Compound 1e to prepare 4-chloro-6-(3-ethynyl-phenylamino)-pyrimidine-5-carbonitrile Compound 54b. MS 255 (MH+). Using the procedure of Example 1, Compound 54b was used in place of Compound 1f to prepare 5-(3-ethynyl-phenyl)-4-oxo-4,5-dihydro-3H-1-thia-3,5,6,8-tetraaza-acenaphthylene-2-carboxylic acid Compound 54c. MS 335 (M−). Using the procedure of Example 1, pyrrolidine was u... Reactants: COC(=O)C=1C(=C2C=C(C(N(C2=C(N1)Br)CC1=CC=CC=C1)=O)C1=CC=CC=C1)O (1-benzyl-8-bromo-5-hydroxy-2-oxo-3-phenyl-1,2-dihydro-[1,7]naphthyridine-6-carboxylic acid methyl ester), COC=1C=NC=C(C1)[Sn](CCCC)(CCCC)CCCC (3-methoxy-5-tributylstannanyl-pyridine), CCOC(=O)C (EtOAc), Cl (HCl). The reagents and catalysts are Cl[Pd]([P](C1=CC=CC=C1)(C2=CC=CC=C2)C3=CC=CC=C3)([P](C4=CC=CC=C4)(C5=CC=CC=C5)C6=CC=CC=C6)Cl (PdCl2(PPh3)2). The solvent is CN(C)C=O (DMF), [Cl-].[Na+].O (brine). Run at temperature 120 celsius. Yields the product COC(=O)C=1C(=C2C=C(C(N(C2=C(N1)C=1C=NC=C(C1)OC)CC1=CC=CC=C1)=O)C1=CC=CC=C1)O (1-Benzyl-5-hydroxy-8-(5-methoxy-pyridin-3-yl)-2-oxo-3-phenyl-1,2-dihydro-[1,7]naphthyridine-6-carboxylic acid methyl ester). Isolated yield 60.8%. RXN SMILES: [CH3:1][O:2][C:3]([C:5]1[C:6]([OH:30])=[C:7]2[C:12](=[C:13](Br)[N:14]=1)[N:11]([CH2:16][C:17]1[CH:22]=[CH:21][CH:20]=[CH:19][CH:18]=1)[C:10](=[O:23])[C:9]([C:24]1[CH:29]=[CH:28][CH:27]=[CH:26][CH:25]=1)=[CH:8]2)=[O:4].[CH3:31][O:32][C:33]1[CH:34]=[N:35][CH:36]=[C:37]([Sn](CCCC)(CCCC)CCCC)[CH:38]=1.CCOC(C)=O.Cl>CN(C=O)C.[Cl-].[Na+].O.Cl[Pd](Cl)([P](C1C=CC=CC=1)(C1C=CC=CC=1)C1C=CC=CC=1)[P](C1C=CC=CC=1)(C1C=CC=CC=1)C1C=CC=CC=1>[CH3:1][O:2][C:3]([C:5]1[C:6]([OH:30])=[C:7]2[C:12](=[C:13]([C:37]3[CH:36]=[N:35][CH:34]=[C:33]([O:32][CH3:31])[CH:38]=3)[N:14]=1)[N:11]([CH2:16][C:17]1[CH:22]=[CH:21][CH:20]=[CH:19][CH:18]=1)[C:10](=[O:23])[C:9]([C:24]1[CH:29]=[CH:28][CH:27]=[CH:26][CH:25]=1)=[CH:8]2)=[O:4] |f:5.6.7,^1:69,88|. Reported procedure: A mixture of 1-benzyl-8-bromo-5-hydroxy-2-oxo-3-phenyl-1,2-dihydro-[1,7]naphthyridine-6-carboxylic acid methyl ester (70 mg, 0.15 mmol), 3-methoxy-5-tributylstannanyl-pyridine (90 mg, 0.23 mmol) and PdCl2(PPh3)2 (21 mg, 0.030 mmol) in 3 mL of DMF was heated at 120° C. for 3 h under nitrogen atmosphere. After the mixture was cooled to r.t., EtOAc and brine were added. 1 M HCl was added with stirring until pH was about 3-4. The aqueous layer was extracted with additional EtOAc, and the combined or... Reactants: ClC=1C(=C(C=CC1)NC1=NC=NC2=CC(=C(C=C12)CNCCOC)OC)F (N-(3-Chloro-2-fluorophenyl)-7-methoxy-6-{[(2-methoxyethyl)amino]methyl}quinazolin-4-amine), CCOC(=O)[C@@H](C)OS(=O)(=O)C(F)(F)F (ethyl O-trifluoromethanesulfonyl-D-lactate). Yields the product ClC=1C(=C(C=CC1)NC1=NC=NC2=CC(=C(C=C12)CN([C@@H](C)C(=O)O)CCOC)OC)F (N-({4-[(3-chloro-2-fluorophenyl)amino]-7-methoxyquinazolin-6-yl}methyl)-N-(2-methoxyethyl)-L-alanine). Reaction SMILES: [Cl:1][C:2]1[C:3]([F:27])=[C:4]([NH:8][C:9]2[C:18]3[C:13](=[CH:14][C:15]([O:25][CH3:26])=[C:16]([CH2:19][NH:20][CH2:21][CH2:22][O:23][CH3:24])[CH:17]=3)[N:12]=[CH:11][N:10]=2)[CH:5]=[CH:6][CH:7]=1.CC[O:30][C:31]([C@H:33](OS(C(F)(F)F)(=O)=O)[CH3:34])=[O:32]>>[Cl:1][C:2]1[C:3]([F:27])=[C:4]([NH:8][C:9]2[C:18]3[C:13](=[CH:14][C:15]([O:25][CH3:26])=[C:16]([CH2:19][N:20]([CH2:21][CH2:22][O:23][CH3:24])[C@H:33]([C:31]([OH:32])=[O:30])[CH3:34])[CH:17]=3)[N:12]=[CH:11][N:10]=2)[CH:5]=[CH:6][CH:7]=1. Reported procedure: N-(3-Chloro-2-fluorophenyl)-7-methoxy-6-{[(2-methoxyethyl)amino]methyl}quinazolin-4-amine was coupled with ethyl O-trifluoromethanesulfonyl-D-lactate and hydrolysed using analogous methods to those described for the equivalent steps in Example 46 to give N-({4-[(3-chloro-2-fluorophenyl)amino]-7-methoxyquinazolin-6-yl}methyl)-N-(2-methoxyethyl)-L-alanine; 1H NMR Spectrum: (DMSO-d6) 1.28 (d, 3H); 2.85 (t, 2H); 3.13 (s, 3H); 3.34 (m, 2H); 3.56 (q, 1H); 3.93 (m, 5H); 7.18 (s, 1H); 7.28 (t, 1H); 7.48... Starting materials: CS(C)=O, CCOC(=O)N=C=S, Cc1cc(C(=O)Nc2cc(Oc3ccc(N)nc3)ccc2C)n(C)n1, O. Product: CCOC(=O)NC(=S)Nc1ccc(Oc2ccc(C)c(NC(=O)c3cc(C)nn3C)c2)cn1. Reaction SMILES: [CH3:34][S:35]([CH3:36])=[O:37].[N:26](=[C:27]=[S:28])[C:29](=[O:30])[O:31][CH2:32][CH3:33].[NH2:1][c:2]1[cH:3][cH:4][c:5]([O:8][c:9]2[cH:10][cH:11][c:12]([CH3:25])[c:13]([NH:15][C:16](=[O:17])[c:18]3[cH:19][c:20]([CH3:24])[n:21][n:22]3[CH3:23])[cH:14]2)[cH:6][n:7]1.[OH2:38]>>[NH:1]([c:2]1[cH:3][cH:4][c:5]([O:8][c:9]2[cH:10][cH:11][c:12]([CH3:25])[c:13]([NH:15][C:16](=[O:17])[c:18]3[cH:19][c:20]([CH3:24])[n:21][n:22]3[CH3:23])[cH:14]2)[cH:6][n:7]1)[C:27]([NH:26][C:29](=[O:30])[O:31][CH2:32][CH3:33])=[S:28]. Reactants: C(C)(=O)Cl (acetyl chloride), N1(CCCCC1)CN1CCCCC1 (Dipiperidinomethane), C(C)(=O)C=1C=C2C(=C(C3=CC=C(C1N23)OCC2=CC=CC=C2)CC)C2=CC=C(C=C2)OCC2=CC=CC=C2 (4-acetyl-5-benzyloxy-2-(4benzyloxyphenyl)-1-ethylpyrrolo[2,1,5-cd]indolizine). The solvent is C(OC)COC (dimethoxyethane). Run at time 16 hour. The product is C(C1=CC=CC=C1)OC=1C=2N3C(C(=C(C3=CC1)CC)C1=CC=C(C=C1)OCC1=CC=CC=C1)=CC2C(CCN2CCCCC2)=O (5-benzyloxy-2-(4-benzyloxyphenyl)-1-ethyl-4-(1-oxo-3-piperidinopropyl)pyrrolo[2,1,5-cd]indolizine). Yield: 28.5%. Reaction SMILES: N1([CH2:7][N:8]2[CH2:13][CH2:12][CH2:11][CH2:10][CH2:9]2)CCCCC1.C(Cl)(=O)C.[C:18]([C:21]1[CH:22]=[C:23]2[N:31]3[C:26](=[CH:27][CH:28]=[C:29]([O:32][CH2:33][C:34]4[CH:39]=[CH:38][CH:37]=[CH:36][CH:35]=4)[C:30]=13)[C:25]([CH2:40][CH3:41])=[C:24]2[C:42]1[CH:47]=[CH:46][C:45]([O:48][CH2:49][C:50]2[CH:55]=[CH:54][CH:53]=[CH:52][CH:51]=2)=[CH:44][CH:43]=1)(=[O:20])[CH3:19]>C(COC)OC>[CH2:33]([O:32][C:29]1[C:30]2[N:31]3[C:26](=[CH:27][CH:28]=1)[C:25]([CH2:40][CH3:41])=[C:24]([C:42]1[CH:47]=[CH:46][C:45]([O:48][CH2:49][C:50]4[CH:55]=[CH:54][CH:53]=[CH:52][CH:51]=4)=[CH:44][CH:43]=1)[C:23]3=[CH:22][C:21]=2[C:18](=[O:20])[CH2:19][CH2:7][N:8]1[CH2:9][CH2:10][CH2:11][CH2:12][CH2:13]1)[C:34]1[CH:39]=[CH:38][CH:37]=[CH:36][CH:35]=1. Reported procedure: Dipiperidinomethane (0.3 ml, 1.5 mmol) was dissolved in 20 ml of dimethoxyethane and acetyl chloride (0.11 ml, 1.5 mmol) was added. The mixture was stirred for 30 minutes, while 4-acetyl-5-benzyloxy-2-(4benzyloxyphenyl)-1-ethylpyrrolo[2,1,5-cd]indolizine (0.5 g, 1.0 mmol) was added and HCl-gas was bubbled through the mixture for 15 minutes. The reaction mixture was refluxed for 5 hours and stirred at room temperature for 16 hours. The solvent was evaporated, and the crude HCl-salt was purified b... Starting materials: [Br-], CC(C)CC[Mg+], CC(C)CC1NC(=O)OC1CCC=O, C1CCOC1, CC(C)=O, Cl, O. Product: CC(C)CCC(=O)CCC1OC(=O)NC1CC(C)C. As a reaction SMILES: [Br-:15].[CH2:16]([CH2:17][CH:18]([CH3:19])[CH3:20])[Mg+:21].[CH2:1]([CH:2]([CH3:3])[CH3:4])[CH:5]1[NH:6][C:7](=[O:14])[O:8][CH:9]1[CH2:10][CH2:11][CH:12]=[O:13].[CH2:24]1[O:25][CH2:26][CH2:27][CH2:28]1.[CH3:29][C:30](=[O:31])[CH3:32].[ClH:23].[OH2:22]>>[CH2:1]([CH:2]([CH3:3])[CH3:4])[CH:5]1[NH:6][C:7](=[O:14])[O:8][CH:9]1[CH2:10][CH2:11][C:12](=[O:13])[CH2:16][CH2:17][CH:18]([CH3:19])[CH3:20]. Reactants: O[C@H]1[C@H]([C@H](CC1)CC(=O)OC)CCCCC (methyl (+)-(1R,2S,3R)-3-hydroxy-2-pentyl-1-cyclopentaneacetate). The solvent is CO (methanol). Yields the product O=C1[C@@H]([C@@H](CC1)CC(=O)OC)CCCCC (methyl (+)-cis-3-oxo-2-pentyl-1-cyclopentaneacetate). RXN SMILES: [OH:1][C@@H:2]1[CH2:6][CH2:5][C@H:4]([CH2:7][C:8]([O:10][CH3:11])=[O:9])[C@@H:3]1[CH2:12][CH2:13][CH2:14][CH2:15][CH3:16]>CO>[O:1]=[C:2]1[CH2:6][CH2:5][C@@H:4]([CH2:7][C:8]([O:10][CH3:11])=[O:9])[C@H:3]1[CH2:12][CH2:13][CH2:14][CH2:15][CH3:16]. Reported procedure: methyl (+)-(1R,2S,3R)-3-hydroxy-2-pentyl-1-cyclopentaneacetate, characterized by a [α]20D superior to +17° (c=1.795 g/ 100 ml, methanol).